From a dataset of the Open Reaction Database (ORD), a public repository of structured organic reaction records. describe an organic reaction: reactants, conditions, products, and yield Reactants: Cl (HCl), FC1=C(C=C(C=C1)C)NC(=O)NC1=CC=C(OC2=C3C(=NC=C2)C=C(S3)C(=O)NCCC(=O)OC)C=C1 (methyl 3-[({7-[4-({[(2-fluoro-5-methylphenyl)amino]carbonyl}amino)phenoxy]thieno[3,2-b]pyridin-2-yl}carbonyl)amino]propanoate), C1CCOC1.CO (THF MeOH), [OH-].[Na+] (NaOH). Solvent: O (water). Reaction conditions: time 1 hour. The product is FC1=C(C=C(C=C1)C)NC(=O)NC1=CC=C(OC2=C3C(=NC=C2)C=C(S3)C(=O)NCCC(=O)O)C=C1 (3-[({7-[4-({[(2-fluoro-5-methylphenyl)amino]carbonyl}amino)phenoxy]thieno[3,2-b]pyridin-2-yl}carbonyl)amino]propanoic acid). As a reaction SMILES: [F:1][C:2]1[CH:7]=[CH:6][C:5]([CH3:8])=[CH:4][C:3]=1[NH:9][C:10]([NH:12][C:13]1[CH:37]=[CH:36][C:16]([O:17][C:18]2[CH:23]=[CH:22][N:21]=[C:20]3[CH:24]=[C:25]([C:27]([NH:29][CH2:30][CH2:31][C:32]([O:34]C)=[O:33])=[O:28])[S:26][C:19]=23)=[CH:15][CH:14]=1)=[O:11].C1COCC1.CO.[OH-].[Na+].Cl>O>[F:1][C:2]1[CH:7]=[CH:6][C:5]([CH3:8])=[CH:4][C:3]=1[NH:9][C:10]([NH:12][C:13]1[CH:37]=[CH:36][C:16]([O:17][C:18]2[CH:23]=[CH:22][N:21]=[C:20]3[CH:24]=[C:25]([C:27]([NH:29][CH2:30][CH2:31][C:32]([OH:34])=[O:33])=[O:28])[S:26][C:19]=23)=[CH:15][CH:14]=1)=[O:11] |f:1.2,3.4|. Procedure details: To a stirred solution of methyl 3-[({7-[4-({[(2-fluoro-5-methylphenyl)amino]carbonyl}amino)phenoxy]thieno[3,2-b]pyridin-2-yl}carbonyl)amino]propanoate (98 mg, 0.19 mmol) in a mixture of solvents THF/MeOH (10 ml/10 ml) was added 2 ml of 1M NaOH (2 mmol) solution. The mixture was stirred at room temperature for 1 hour and poured into 100 ml of water. 2M HCl was added until pH=4. The resulting precipitates were filtered, washed with water, and dried in vacuo to give 3-[({7-[4-({[(2-fluoro-5-methylp...